Task: describe an organic reaction: reactants, conditions, products, and yield. Dataset: the Open Reaction Database (ORD), a public repository of structured organic reaction records The reactants are C(C1=CC=CC=C1)N1C[C@H]([C@@H](CC1)C(COC(C1=CC=CC=C1)(C1=CC=CC=C1)C1=CC=CC=C1)C)O[Si](C)(C)C(C)(C)C (Trans-1-benzyl-3-t-butyldimethylsilyloxy-4-(1-triphenylmethoxyprop-2-yl)piperidine). The reagents and catalysts are [Pd] (palladium on carbon). Run in C(C)O (ethanol). The product is [Si](C)(C)(C(C)(C)C)O[C@@H]1CNCC[C@H]1C(CO)C (trans-3-t-butyldimethylsilyloxy-4-(1-hydroxyprop-2-yl)piperidine). Reaction SMILES: C([N:8]1[CH2:13][CH2:12][C@@H:11]([CH:14]([CH3:36])[CH2:15][O:16]C(C2C=CC=CC=2)(C2C=CC=CC=2)C2C=CC=CC=2)[C@H:10]([O:37][Si:38]([C:41]([CH3:44])([CH3:43])[CH3:42])([CH3:40])[CH3:39])[CH2:9]1)C1C=CC=CC=1>C(O)C.[Pd]>[Si:38]([O:37][C@H:10]1[C@H:11]([CH:14]([CH3:36])[CH2:15][OH:16])[CH2:12][CH2:13][NH:8][CH2:9]1)([C:41]([CH3:44])([CH3:43])[CH3:42])([CH3:40])[CH3:39]. Procedure: Trans-1-benzyl-3-t-butyldimethylsilyloxy-4-(1-triphenylmethoxyprop-2-yl)piperidine (4.5 g; diastereomer A) was hydrogenated in ethanol (60 cm3) at 60° and 60 p.s.i. pressure over 10% palladium on carbon (0.9 g) for 5 hours. The solution was cooled, filtered through "Avicel" to remove the catalyst and evaporated in vacuo to afford trans-3-t-butyldimethylsilyloxy-4-(1-hydroxyprop-2-yl)piperidine as a crude oil (diastereomer A). Starting materials: CCOC(=O)CC#N, CC(=O)O, CC(=O)[O-], CC#N, [Cl-], Cl, CC(C)=CC=C(Cl)Cl, [K+], [Li+], O, O. The product is CCOC(=O)C1(C#N)C(C=C(Cl)Cl)C1(C)C. RXN SMILES: [C:1](#[N:2])[CH2:3][C:4](=[O:5])[O:6][CH2:7][CH3:8].[C:30]([OH:31])(=[O:32])[CH3:33].[CH3:21][C:22](=[O:23])[O-:24].[CH3:26][C:27]#[N:28].[Cl-:18].[Cl:25].[Cl:9][C:10](=[CH:11][CH:12]=[C:13]([CH3:14])[CH3:15])[Cl:16].[K+:20].[Li+:19].[OH2:17].[OH2:29]>>[C:1](#[N:2])[C:3]1([C:4](=[O:5])[O:6][CH2:7][CH3:8])[CH:12]([CH:11]=[C:10]([Cl:9])[Cl:16])[C:13]1([CH3:14])[CH3:15]. The reactants are COCOC=1C(C=C(NC1)C)=O (5-(methoxymethoxy)-2-methylpyridin-4(1H)-on), C([O-])([O-])=O.[K+].[K+] (potassium carbonate), BrCCO (2-bromoethanol). The solvent is CN(C)C=O (N,N′-dimethylformamide). Run at temperature 90 celsius, time 8 hour. Yields the product COCOC=1C(=CC(=NC1)C)OCCO (2-(5-(methoxymethoxy)-2-methylpyridin-4-yloxy)ethanol). The yield is 55.8%. As a reaction SMILES: [CH3:1][O:2][CH2:3][O:4][C:5]1[C:6](=[O:12])[CH:7]=[C:8]([CH3:11])[NH:9][CH:10]=1.C(=O)([O-])[O-].[K+].[K+].Br[CH2:20][CH2:21][OH:22]>CN(C=O)C>[CH3:1][O:2][CH2:3][O:4][C:5]1[C:6]([O:12][CH2:20][CH2:21][OH:22])=[CH:7][C:8]([CH3:11])=[N:9][CH:10]=1 |f:1.2.3|. Procedure details: To a solution of 5-(methoxymethoxy)-2-methylpyridin-4(1H)-on (1.28 g, 7.56 mmol) in N,N′-dimethylformamide (19 mL), potassium carbonate (2.10 g, 15.1 mmol) and 2-bromoethanol (804 μL, 11.3 mmol) were added sequentially, and the mixture was stirred at 90° C. overnight. After the reaction has terminated, the reaction solution was concentrated in vacuo. The obtained residue was dissolved in chloroform/methanol, the solids were filtered, and the filtrate was concentrated in vacuo. The obtained resid...